This data is from the Open Reaction Database (ORD), a public repository of structured organic reaction records. The task is: describe an organic reaction: reactants, conditions, products, and yield Starting materials: N(=[N+]=[N-])C1=CC=C(C=C1)OC (1-azido-4-methoxy-benzene), FC1=C(C=CC(=C1)F)CC#N (2,4-difluoro phenyl acetonitrile), ice, C[O-].[Na+] (sodium methoxide). Solvent: C(C)O (ethanol), C(C)O (ethanol). Yields the product FC1=C(C=CC(=C1)F)C1=C(N(N=N1)C1=CC=C(C=C1)OC)N (5-(2,4-Difluoro-phenyl)-3-(4-methoxy-phenyl)-3H-[1,2,3]triazol-4-ylamine). The yield is 54.3%. Reaction SMILES: [N:1]([C:4]1[CH:9]=[CH:8][C:7]([O:10][CH3:11])=[CH:6][CH:5]=1)=[N+:2]=[N-:3].[F:12][C:13]1[CH:18]=[C:17]([F:19])[CH:16]=[CH:15][C:14]=1[CH2:20][C:21]#[N:22].C[O-].[Na+]>C(O)C>[F:12][C:13]1[CH:18]=[C:17]([F:19])[CH:16]=[CH:15][C:14]=1[C:20]1[N:3]=[N:2][N:1]([C:4]2[CH:5]=[CH:6][C:7]([O:10][CH3:11])=[CH:8][CH:9]=2)[C:21]=1[NH2:22] |f:2.3|. Reported procedure: To a stirred and ice-cooled solution of 1-azido-4-methoxy-benzene (1.000 g, 6.7046 mmol) and 2,4-difluoro phenyl acetonitrile (1.27 g, 8.0455 mmol) in absolute ethanol (20 ml), an ice-cooled solution of sodium methoxide (0.543 g, 10.0569 mmol) in absolute ethanol (10 ml) is added drop-wise. The resulting reaction mixture is evaporated and the residue is dissolved in methylene chloride and washed with water, brine, dried over MgSO4, filtered and evaporated to afford ˜2 g of crude material as brow... The reactants are Cl.C(C)(=O)N(CC#C)C1=C2CCC(CC2=CC=C1)NCCC (5-(N-Acetyl-N-propargyl-amino)-2-n-propylaminotetraline-hydrochloride), Cl (hydrochloric acid). As a reaction SMILES: [ClH:1].C([N:5]([C:9]1[CH:18]=[CH:17][CH:16]=[C:15]2[C:10]=1[CH2:11][CH2:12][CH:13]([NH:19][CH2:20][CH2:21][CH3:22])[CH2:14]2)[CH2:6][C:7]#[CH:8])(=O)C.Cl>C(O)C>[ClH:1].[ClH:1].[CH2:6]([NH:5][C:9]1[CH:18]=[CH:17][CH:16]=[C:15]2[C:10]=1[CH2:11][CH2:12][CH:13]([NH:19][CH2:20][CH2:21][CH3:22])[CH2:14]2)[C:7]#[CH:8] |f:0.1,4.5.6|. Product: Cl.Cl.C(C#C)NC1=C2CCC(CC2=CC=C1)NCCC (5-Propargylamino-2-n-propylamino-tetralinedihydrochloride). Procedure details: 0.48 g (0.0015 mol) of 5-(N-acetyl-N-propargyl-amino)-2-n-propylamino-tetraline-hydrochloride (Example 4.7.11) are refluxed in 10 ml of ethanol and 30 ml of 6 N hydrochloric acid for 16 hours. The mixture is then concentrated by rotary evaporation, finally at 80° C. under a complete water-jet vacuum. The residue is shaken with 50 ml of water, 50 ml of methylene chloride and excess ammonia. The aqueous phase separated off is extracted twice more with 15 ml of methylene chloride. The combined meth... Run in C(C)O (ethanol). Starting materials: Cl.C(C)OC(=O)[C@H]1CN(CCC1)CCCN1C2=C(C3=C(C4=C1C=CC=C4)C=CC=C3)C=CC=C2 ((R)-1-(3-(9H-tribenz[b,d,f]azepin-9-yl)propyl)-3-piperidine carboxylic acid ethyl ester hydrochloride), Cl (hydrochloric acid). Run in C(C)O (ethanol), C(C)O (ethanol), [OH-].[Na+] (sodium hydroxide). Conditions: time 1.5 hour. The product is Cl.C1=CC=CC=2C3=C(N(C4=C(C21)C=CC=C4)CCCN4C[C@@H](CCC4)C(=O)O)C=CC=C3 ((R)-1-(3-(9H-Tribenz[b,d,f]azepine-9-yl)propyl)-3-piperidinecarboxylic acid, hydrochloride). The yield is 74.2%. RXN SMILES: [ClH:1].C([O:4][C:5]([C@@H:7]1[CH2:12][CH2:11][CH2:10][N:9]([CH2:13][CH2:14][CH2:15][N:16]2[C:22]3[CH:23]=[CH:24][CH:25]=[CH:26][C:21]=3[C:20]3[CH:27]=[CH:28][CH:29]=[CH:30][C:19]=3[C:18]3[CH:31]=[CH:32][CH:33]=[CH:34][C:17]2=3)[CH2:8]1)=[O:6])C.Cl>C(O)C.[OH-].[Na+]>[ClH:1].[CH:30]1[C:19]2[C:18]3[CH:31]=[CH:32][CH:33]=[CH:34][C:17]=3[N:16]([CH2:15][CH2:14][CH2:13][N:9]3[CH2:10][CH2:11][CH2:12][C@@H:7]([C:5]([OH:6])=[O:4])[CH2:8]3)[C:22]3[CH:23]=[CH:24][CH:25]=[CH:26][C:21]=3[C:20]=2[CH:27]=[CH:28][CH:29]=1 |f:0.1,4.5,6.7|. Reported procedure: The above ester (0.13 g, 0.27 mmol) was dissolved in ethanol (3 ml) and 2N sodium hydroxide (0.6 ml). The mixture was stirred at room temperature for 1.5 hour, acidified by addition of 1N hydrochloric acid (pH 1) and ethanol was removed in vacuo. The aqueous solution was diluted with water (10 ml), washed with diethyl ether (20 ml) and extracted with dichloromethane (30 ml). The organic extract was dried (MgSO4) and concentrated in vacuo to afford 90 mg (74%) of the title compound as a solid. The reactants are C(N)(=O)C=1N=CC(=NC1NC1=CC=C(C=C1)C(=O)N1CCOCC1)N1C[C@@H](CCC1)NC(OC(C)(C)C)=O ((R)-tert-butyl 1-(5-carbamoyl-6-(4-(morpholine-4-carbonyl)phenylamino)pyrazin-2-yl)piperidin-3-ylcarbamate), Cl (HCl). Solvent: O1CCOCC1 (dioxane). The product is Cl.N[C@H]1CN(CCC1)C=1N=C(C(=NC1)C(=O)N)NC1=CC=C(C=C1)C(=O)N1CCOCC1 ((R)-5-(3-aminopiperidin-1-yl)-3-(4-(morpholine-4-carbonyl)phenylamino)pyrazine-2-carboxamide hydrochloride). RXN SMILES: [C:1]([C:4]1[N:5]=[CH:6][C:7]([N:25]2[CH2:30][CH2:29][CH2:28][C@@H:27]([NH:31]C(=O)OC(C)(C)C)[CH2:26]2)=[N:8][C:9]=1[NH:10][C:11]1[CH:16]=[CH:15][C:14]([C:17]([N:19]2[CH2:24][CH2:23][O:22][CH2:21][CH2:20]2)=[O:18])=[CH:13][CH:12]=1)(=[O:3])[NH2:2].[ClH:39]>O1CCOCC1>[ClH:39].[NH2:31][C@@H:27]1[CH2:28][CH2:29][CH2:30][N:25]([C:7]2[N:8]=[C:9]([NH:10][C:11]3[CH:12]=[CH:13][C:14]([C:17]([N:19]4[CH2:24][CH2:23][O:22][CH2:21][CH2:20]4)=[O:18])=[CH:15][CH:16]=3)[C:4]([C:1]([NH2:2])=[O:3])=[N:5][CH:6]=2)[CH2:26]1 |f:3.4|. Reported procedure: To a solution of (R)-tert-butyl 1-(5-cyano-6-(4-(morpholine-4-carbonyl)phenylamino)pyrazin-2-yl)piperidin-3-ylcarbamate (88) in MeOH (15 mL) and DMSO (1.5 mL) was added solid NaOH (200 mg) and 30% H2O2 (1.5 mL). The mixture was stirred at RT for 20 min, diluted with acetonitrile (10 mL), and EtOAc (200 mL) 10 min later. The organic phase was washed with water ×2, dried, and concentrated in vacuo. The residue was subjected to flash column chromatography with 0 to 7% MeOH in DCM to isolate (R)-ter... Reactants: [Li]CCCC (n-BuLi), BrC=1C=NC(=NC1)I (5-bromo-2-iodopyrimidine), crude mixture, FC1=CC(=CC(=C1)OC)F (1,3-difluoro-5-methoxybenzene). Reagents/catalysts: C=1C=CC(=CC1)[P](C=2C=CC=CC2)(C=3C=CC=CC3)[Pd]([P](C=4C=CC=CC4)(C=5C=CC=CC5)C=6C=CC=CC6)([P](C=7C=CC=CC7)(C=8C=CC=CC8)C=9C=CC=CC9)[P](C=1C=CC=CC1)(C=1C=CC=CC1)C=1C=CC=CC1 (Pd(PPh3)4), [Cl-].[Cl-].[Zn+2] (ZnCl2). The solvent is C1CCOC1 (THF), C1CCOC1 (THF), C1CCOC1 (THF), C1CCOC1 (THF). Run at temperature -78 celsius, time 30 minute. The product is BrC=1C=NC(=NC1)C1=C(C=C(C=C1F)OC)F (5-Bromo-2-(2,6-difluoro-4-methoxyphenyl)pyrimidine). Reaction SMILES: [F:1][C:2]1[CH:7]=[C:6]([O:8][CH3:9])[CH:5]=[C:4]([F:10])[CH:3]=1.[Li]CCCC.[Br:16][C:17]1[CH:18]=[N:19][C:20](I)=[N:21][CH:22]=1>C1COCC1.[Cl-].[Cl-].[Zn+2].C1C=CC([P]([Pd]([P](C2C=CC=CC=2)(C2C=CC=CC=2)C2C=CC=CC=2)([P](C2C=CC=CC=2)(C2C=CC=CC=2)C2C=CC=CC=2)[P](C2C=CC=CC=2)(C2C=CC=CC=2)C2C=CC=CC=2)(C2C=CC=CC=2)C2C=CC=CC=2)=CC=1>[Br:16][C:17]1[CH:18]=[N:19][C:20]([C:3]2[C:2]([F:1])=[CH:7][C:6]([O:8][CH3:9])=[CH:5][C:4]=2[F:10])=[N:21][CH:22]=1 |f:4.5.6,^1:35,37,56,75|. Procedure: In a three neck round bottle flask, to a mixture of 1,3-difluoro-5-methoxybenzene (8.39 mmol, 0.98 ml) in THF (40 ml) at −78° C. under argon atmosphere, a solution of n-BuLi (9.13 mmol, 3.65 ml) in THF (2.5M) was added. The mixture was stirred at −78° C. for 30 minutes and then it was heated to −50° C. A solution of ZnCl2 (9.13 mmol, 18.3 ml) in THF (0.5M) was added dropwise and the mixture was stirred at this temperature for 20 minutes. A solution of 5-bromo-2-iodopyrimidine (7.02 mmol, 2.0 g) ... The reactants are C(C1=CC=C(C(=O)O)C=C1)(=O)O (terephthalic acid), [Cu].C(=O)O (formic acid copper), C(C)(=O)[O-] (acetate). The solvent is CO (methanol), CO (methanol). Product: [Cu].C(C1=CC=C(C(=O)O)C=C1)(=O)O (terephthalic acid copper). The yield is 42.4%. RXN SMILES: [C:1]([OH:12])(=[O:11])[C:2]1[CH:10]=[CH:9][C:5]([C:6]([OH:8])=[O:7])=[CH:4][CH:3]=1.C([O-])(=O)C.[Cu:17].C(O)=O>CO>[Cu:17].[C:1]([OH:12])(=[O:11])[C:2]1[CH:10]=[CH:9][C:5]([C:6]([OH:8])=[O:7])=[CH:4][CH:3]=1 |f:2.3,5.6|. Procedure details: 0.70 g of terephthalic acid was dissolved under heating in a mixture solvent of 400 cm3 of methanol and 20 cm3 of acetate. After this solution was cooled to the normal temperature, into this solution, a further solution in which 0.95 g of formic acid copper was dissolved in 50 cm3 of methanol was dripped and then this was kept still for a few days. Thereafter, the precipitation product was suction-filtered and dried for 110° C./4 hours, whereby 0.41 g of terephthalic acid copper was obtained. Reactants: 16.25, 60, CC[C@H]1[C@H](COC1=O)CC2=CN=CN2C.[N+](=O)(O)[O-] (pilocarpine nitrate), hydroxypropyl cellulose, C(C(C)O)O (propylene glycol). Yields the product CC[C@H]1[C@H](COC1=O)CC2=CN=CN2C (pilocarpine). Reaction SMILES: [CH3:1][CH2:2][C@@H:3]1[C:7](=[O:8])[O:6][CH2:5][C@@H:4]1[CH2:9][C:10]1[N:14]([CH3:15])[CH:13]=[N:12][CH:11]=1.[N+]([O-])(O)=O.C(O)C(O)C>>[CH3:1][CH2:2][C@@H:3]1[C:7](=[O:8])[O:6][CH2:5][C@@H:4]1[CH2:9][C:10]1[N:14]([CH3:15])[CH:13]=[N:12][CH:11]=1 |f:0.1|. Reported procedure: A mixture of 16.25 parts by weight of 60 mesh pilocarpine nitrate and 83.38 parts by weight of hydroxypropyl cellulose are thoroughly mixed and to this mixture is added 8.37 parts of propylene glycol in a high shear mixer. A small amount of resulting mixture is then compressed using the procedures described in Example 2 to form a thin solid sheet of the mixture which is cut into rectangular shaped inserts about 10 mm. by 4 mm. having a thickness of about 0.8 mm. The ophthalmic inserts containing... The reactants are BrC1=CC=C(C=C1)/C(=C/C(=O)OCC)/C ((E)-ethyl 3-(4-bromophenyl)-but-2-enoate), COC=1C=C(C=CC1)B(O)O (3-methoxyphenyl boronic acid). Product: COC=1C=C(C=CC1)C1=CC=C(C=C1)/C(=C/C(=O)OCC)/C ((E)-ethyl 3-(3′-methoxy-biphenyl-4-yl)-but-2-enoate). As a reaction SMILES: Br[C:2]1[CH:7]=[CH:6][C:5](/[C:8](/[CH3:15])=[CH:9]/[C:10]([O:12][CH2:13][CH3:14])=[O:11])=[CH:4][CH:3]=1.[CH3:16][O:17][C:18]1[CH:19]=[C:20](B(O)O)[CH:21]=[CH:22][CH:23]=1>>[CH3:16][O:17][C:18]1[CH:23]=[C:22]([C:2]2[CH:7]=[CH:6][C:5](/[C:8](/[CH3:15])=[CH:9]/[C:10]([O:12][CH2:13][CH3:14])=[O:11])=[CH:4][CH:3]=2)[CH:21]=[CH:20][CH:19]=1. Reported procedure: The colourless oil (E)-ethyl 3-(3′-methoxy-biphenyl-4-yl)-but-2-enoate was prepared from (E)-ethyl 3-(4-bromophenyl)-but-2-enoate (example 50a) and 3-methoxyphenyl boronic acid by a procedure analogous to that described in example 52a. Starting materials: BrC=1N(C2=CC(=CC=C2C1C1CCCCC1)C(=O)OC)CCN1C(C2=CC=CC=C2C1=O)=O (methyl 2-bromo-3-cyclohexyl-1-[2-(1,3-dioxo-1,3-dihydroisoindol-2-yl)ethyl]-1H-indole-6-carboxylate), O.NN (hydrazine monohydrate). Solvent: CO (methanol), O1CCCC1 (tetrahydrofuran). Run at time 14 hour. Yields the product NCCN1C(=C(C2=CC=C(C=C12)C(=O)OC)C1CCCCC1)Br (methyl 1-(2-aminoethyl)-2-bromo-3-cyclohexyl-1H-indole-6-carboxylate). The yield is 100.0%. RXN SMILES: [Br:1][C:2]1[N:3]([CH2:21][CH2:22][N:23]2C(=O)C3C(=CC=CC=3)C2=O)[C:4]2[C:9]([C:10]=1[CH:11]1[CH2:16][CH2:15][CH2:14][CH2:13][CH2:12]1)=[CH:8][CH:7]=[C:6]([C:17]([O:19][CH3:20])=[O:18])[CH:5]=2.O.NN>CO.O1CCCC1>[NH2:23][CH2:22][CH2:21][N:3]1[C:4]2[C:9](=[CH:8][CH:7]=[C:6]([C:17]([O:19][CH3:20])=[O:18])[CH:5]=2)[C:10]([CH:11]2[CH2:16][CH2:15][CH2:14][CH2:13][CH2:12]2)=[C:2]1[Br:1] |f:1.2|. Procedure details: To a suspension of methyl 2-bromo-3-cyclohexyl-1-[2-(1,3-dioxo-1,3-dihydroisoindol-2-yl)ethyl]-1H-indole-6-carboxylate (3.96 g, 7.78 mmol) in methanol (50 ml) and tetrahydrofuran (30 ml) was added hydrazine monohydrate (1.88 ml, 38.7 mmol), and the mixture was stirred at room temperature for 14 hr. The reaction mixture was filtered with celite and washed with ethyl acetate. The solvent was evaporated under reduced pressure, and the residue was purified by silica gel column chromatography (chloro... The reactants are CC(C)(C)OC(=O)Nc1cccc(-n2c(=O)[nH]c3c(N(Cc4ccccc4)Cc4ccccc4)ncnc32)c1, CO, Cl. Product: CC(C)(C)OC(=O)Nc1cccc(-n2c(=O)[nH]c3c(N)ncnc32)c1. RXN SMILES: [CH2:1]([N:8]([CH2:2][c:3]1[cH:4][cH:5][cH:6][cH:7][cH:33]1)[c:9]1[c:10]2[nH:11][c:12](=[O:32])[n:13](-[c:18]3[cH:19][c:20]([NH:24][C:25]([O:26][C:27]([CH3:28])([CH3:29])[CH3:30])=[O:31])[cH:21][cH:22][cH:23]3)[c:14]2[n:15][cH:16][n:17]1)[c:34]1[cH:35][cH:36][cH:37][cH:38][cH:39]1.[CH3:41][OH:42].[ClH:40]>>[NH2:8][c:9]1[c:10]2[nH:11][c:12](=[O:32])[n:13](-[c:18]3[cH:19][c:20]([NH:24][C:25]([O:26][C:27]([CH3:28])([CH3:29])[CH3:30])=[O:31])[cH:21][cH:22][cH:23]3)[c:14]2[n:15][cH:16][n:17]1.